Dataset: the Open Reaction Database (ORD), a public repository of structured organic reaction records. Task: describe an organic reaction: reactants, conditions, products, and yield Reactants: O=[N+]([O-])c1ccccc1Br, O=Cc1ccc(B(O)O)cc1, [Na+], [Na+], O=C([O-])[O-], CN(C)C=O, O. The product is O=Cc1ccc(-c2ccccc2[N+](=O)[O-])cc1. As a reaction SMILES: [Br:1][c:2]1[c:3]([N+:8](=[O:9])[O-:10])[cH:4][cH:5][cH:6][cH:7]1.[CH:11](=[O:12])[c:13]1[cH:14][cH:15][c:16]([B:19]([OH:20])[OH:21])[cH:17][cH:18]1.[Na+:22].[Na+:23].[O-:24][C:25](=[O:26])[O-:27].[O:29]=[CH:30][N:31]([CH3:32])[CH3:33].[OH2:28]>>[c:2]1(-[c:16]2[cH:15][cH:14][c:13]([CH:11]=[O:12])[cH:18][cH:17]2)[c:3]([N+:8](=[O:9])[O-:10])[cH:4][cH:5][cH:6][cH:7]1. The reactants are COC(=O)C(Cc1ccccc1)NC(=O)CCSC, O=C(Cl)C(=O)Cl, ClCCl, Cl. Product: COC(=O)C1Cc2ccccc2C(CCSC)=N1. As a reaction SMILES: [CH3:7][O:8][C:9]([CH:10]([CH2:11][c:12]1[cH:13][cH:14][cH:15][cH:16][cH:17]1)[NH:18][C:19]([CH2:20][CH2:21][S:22][CH3:23])=[O:24])=[O:25].[Cl:1][C:2]([C:3]([Cl:4])=[O:5])=[O:6].[Cl:27][CH2:28][Cl:29].[ClH:26]>>[CH3:7][O:8][C:9]([CH:10]1[CH2:11][c:12]2[cH:13][cH:14][cH:15][cH:16][c:17]2[C:19]([CH2:20][CH2:21][S:22][CH3:23])=[N:18]1)=[O:25]. Starting materials: [Al+3], CCCCCOc1cccc2ccccc12, CCOC(C)=O, [Cl-], [Cl-], [Cl-], O=C(Cl)C(=O)Cl, ClCCl, O=C(O)c1ccc(F)c2ccccc12, CN(C)C=O, O. Reaction SMILES: [Al+3:22].[CH2:25]([CH2:26][CH2:27][CH2:28][CH3:29])[O:30][c:31]1[cH:32][cH:33][cH:34][c:35]2[cH:36][cH:37][cH:38][cH:39][c:40]12.[CH3:45][CH2:46][O:47][C:48](=[O:49])[CH3:50].[Cl-:21].[Cl-:23].[Cl-:24].[Cl:15][C:16]([C:17]([Cl:18])=[O:19])=[O:20].[Cl:41][CH2:42][Cl:43].[F:1][c:2]1[cH:3][cH:4][c:5]([C:12](=[O:13])[OH:14])[c:6]2[cH:7][cH:8][cH:9][cH:10][c:11]12.[O:51]=[CH:52][N:53]([CH3:54])[CH3:55].[OH2:44]>>[F:1][c:2]1[cH:3][cH:4][c:5]([C:12](=[O:14])[c:34]2[cH:33][cH:32][c:31]([O:30][CH2:25][CH2:26][CH2:27][CH2:28][CH3:29])[c:40]3[c:35]2[cH:36][cH:37][cH:38][cH:39]3)[c:6]2[cH:7][cH:8][cH:9][cH:10][c:11]12. The product is CCCCCOc1ccc(C(=O)c2ccc(F)c3ccccc23)c2ccccc12.